describe an organic reaction: reactants, conditions, products, and yield From a dataset of the Open Reaction Database (ORD), a public repository of structured organic reaction records. Starting materials: C(C)(C)C1=C(C=CC=C1)NC(=S)N/N=C/C1=CC=C(C=C1)C1=NN(C=N1)C1=CC=C(C=C1)OC(F)(F)F ((E)-N-(2-isopropylphenyl)-2-(4-(1-(4-(trifluoromethoxy)phenyl)-1H-1,2,4-triazol-3-yl)benzylidene)hydrazinecarbothioamide), FC(C1=C(C(CBr)=O)C=CC=C1)(F)F (2-(trifluoromethyl)phenacyl bromide). Solvent: ClCCCl (DCE), C(C)(=O)OCC (ethyl acetate). Reaction conditions: time 8 hour. Product: C(C)(C)C1=C(C=CC=C1)N1\C(\SCC1(O)C1=C(C=CC=C1)C(F)(F)F)=N/N=C\C1=CC=C(C=C1)C1=NN(C=N1)C1=CC=C(C=C1)OC(F)(F)F ((Z)-3-(2-isopropylphenyl)-2-((E)-(4-(1-(4-(trifluoromethoxy)-phenyl)-1H-1,2,4-triazol-3-yl)benzylidene)hydrazono)-4-(2-(trifluoromethyl)-phenyl)thiazolidin-4-ol). The yield is 37.0%. RXN SMILES: [CH:1]([C:4]1[CH:9]=[CH:8][CH:7]=[CH:6][C:5]=1[NH:10][C:11]([NH:13]/[N:14]=[CH:15]/[C:16]1[CH:21]=[CH:20][C:19]([C:22]2[N:26]=[CH:25][N:24]([C:27]3[CH:32]=[CH:31][C:30]([O:33][C:34]([F:37])([F:36])[F:35])=[CH:29][CH:28]=3)[N:23]=2)=[CH:18][CH:17]=1)=[S:12])([CH3:3])[CH3:2].[F:38][C:39]([F:51])([F:50])[C:40]1[CH:49]=[CH:48][CH:47]=[CH:46][C:41]=1[C:42](=[O:45])[CH2:43]Br>ClCCCl.C(OCC)(=O)C>[CH:1]([C:4]1[CH:9]=[CH:8][CH:7]=[CH:6][C:5]=1[N:10]1[C:42]([C:41]2[CH:46]=[CH:47][CH:48]=[CH:49][C:40]=2[C:39]([F:38])([F:50])[F:51])([OH:45])[CH2:43][S:12]/[C:11]/1=[N:13]/[N:14]=[CH:15]\[C:16]1[CH:17]=[CH:18][C:19]([C:22]2[N:26]=[CH:25][N:24]([C:27]3[CH:28]=[CH:29][C:30]([O:33][C:34]([F:37])([F:35])[F:36])=[CH:31][CH:32]=3)[N:23]=2)=[CH:20][CH:21]=1)([CH3:3])[CH3:2]. Procedure details: A solution of (E)-N-(2-isopropylphenyl)-2-(4-(1-(4-(trifluoromethoxy)phenyl)-1H-1,2,4-triazol-3-yl)benzylidene)hydrazinecarbothioamide (0.30 g, 0.57 mmol) and 2-(trifluoromethyl)phenacyl bromide (0.22 g, 0.85 mmol) in DCE (30 mL) was heated to reflux and stirred overnight. The reaction mixture was cooled to room temperature, diluted with ethyl acetate (100 mL), washed with water (2×50 mL), washed with brine solution (1×25 mL), and dried over anhydrous sodium sulfate. The solution was filtered, t... Reactants: COC(=O)c1ccc(C2=NOC(c3cc(Cl)cc(Cl)c3)(C(F)(F)F)C2)cc1I, COC(=O)C(F)(F)Cl, CN(C)C=O, [Cu]I, [F-], [K+], O. The product is COC(=O)c1ccc(C2=NOC(c3cc(Cl)cc(Cl)c3)(C(F)(F)F)C2)cc1C(F)(F)F. As a reaction SMILES: [CH3:1][O:2][C:3]([c:4]1[c:5]([I:27])[cH:6][c:7]([C:10]2=[N:11][O:12][C:13]([C:15]([F:16])([F:17])[F:18])([c:19]3[cH:20][c:21]([Cl:26])[cH:22][c:23]([Cl:25])[cH:24]3)[CH2:14]2)[cH:8][cH:9]1)=[O:28].[CH3:31][O:32][C:33]([C:34]([F:35])([F:36])[Cl:38])=[O:37].[CH3:40][N:41]([CH3:42])[CH:43]=[O:44].[Cu:45][I:46].[F-:29].[K+:30].[OH2:39]>>[CH3:1][O:2][C:3]([c:4]1[c:5]([C:34]([F:29])([F:35])[F:36])[cH:6][c:7]([C:10]2=[N:11][O:12][C:13]([C:15]([F:16])([F:17])[F:18])([c:19]3[cH:20][c:21]([Cl:26])[cH:22][c:23]([Cl:25])[cH:24]3)[CH2:14]2)[cH:8][cH:9]1)=[O:28]. Starting materials: CC1=CC(=CC=2[C@H]3[C@H](NC(C12)=O)CN(C3)C(=O)OC(C)(C)C)OS(=O)(=O)C(F)(F)F ((±)-trans tert-Butyl 6-methyl-5-oxo-8-(trifluoromethylsulfonyloxy)-3,3a,4,5-tetrahydro-1H-pyrrolo[3,4-c]isoquinoline-2(9bH)-carboxylate), C[Zn]C (dimethylzinc), solution. The reagents and catalysts are C1(=CC=CC=C1)P(C1=CC=CC=C1)[C-]1C=CC=C1.[C-]1(C=CC=C1)P(C1=CC=CC=C1)C1=CC=CC=C1.[Fe+2] (bis(diphenylphosphino)ferrocene), Cl[Pd]Cl (dichloropalladium (II)). Run in C1(=CC=CC=C1)C (toluene). Reaction conditions: temperature 65 celsius, time 18 hour. Product: CC1=CC(=CC=2[C@H]3[C@H](NC(C12)=O)CN(C3)C(=O)OC(C)(C)C)C ((±)-trans tert-Butyl 6,8-dimethyl-5-oxo-3,3a,4,5-tetrahydro-1H-pyrrolo[3,4-c]isoquinoline-2(9bH)-carboxylate). RXN SMILES: [CH3:1][C:2]1[C:11]2[C:10](=[O:12])[NH:9][C@@H:8]3[CH2:13][N:14]([C:16]([O:18][C:19]([CH3:22])([CH3:21])[CH3:20])=[O:17])[CH2:15][C@H:7]3[C:6]=2[CH:5]=[C:4](OS(C(F)(F)F)(=O)=O)[CH:3]=1.[CH3:31][Zn]C>C1(C)C=CC=CC=1.C1(P([C-]2C=CC=C2)C2C=CC=CC=2)C=CC=CC=1.[C-]1(P(C2C=CC=CC=2)C2C=CC=CC=2)C=CC=C1.[Fe+2].Cl[Pd]Cl>[CH3:1][C:2]1[C:11]2[C:10](=[O:12])[NH:9][C@@H:8]3[CH2:13][N:14]([C:16]([O:18][C:19]([CH3:20])([CH3:22])[CH3:21])=[O:17])[CH2:15][C@H:7]3[C:6]=2[CH:5]=[C:4]([CH3:31])[CH:3]=1 |f:3.4.5|. Reported procedure: To a solution of (±)-trans tert-butyl 6-methyl-5-oxo-8-(trifluoromethylsulfonyloxy)-3,3a,4,5-tetrahydro-1H-pyrrolo[3,4-c]isoquinoline-2(9bH)-carboxylate from Example 91, Part A (225 mg, 0.5 mmol) was added dimethylzinc (0.75 mL of a 2.0 M solution in toluene, 1.5 mmol). The reaction mixture was degassed with a stream of argon and then there was added bis(diphenylphosphino)ferrocene]-dichloropalladium (II) (18 mg, 0.025 mmol). The reaction mixture was allowed to stir at 65° C. for 18 h. The react... The reactants are Cl.C(N)(=N)C1=CC2=C(S1)CC(CC2)C(=O)OCC (2-amidino-6-ethoxycarbonyl-4,5,6,7-tetrahydrobenzo[b]thiophene hydrochloride). Solvent: Cl (HCl). Conditions: temperature 70 celsius, time 9 hour. Yields the product Cl.C(N)(=N)C1CC2=C(S1)CC(CC2)C(=O)O (2-amidino-6-carboxy-4,3,6,7-tetrahydrobenzo[b]thiophene hydrochloride). Isolated yield 91.8%. As a reaction SMILES: [ClH:1].[C:2]([C:5]1[S:9][C:8]2[CH2:10][CH:11]([C:14]([O:16]CC)=[O:15])[CH2:12][CH2:13][C:7]=2[CH:6]=1)(=[NH:4])[NH2:3]>Cl>[ClH:1].[C:2]([CH:5]1[S:9][C:8]2[CH2:10][CH:11]([C:14]([OH:16])=[O:15])[CH2:12][CH2:13][C:7]=2[CH2:6]1)(=[NH:3])[NH2:4] |f:0.1,3.4|. Procedure: A mixture of 2-amidino-6-ethoxycarbonyl-4,5,6,7-tetrahydrobenzo[b]thiophene hydrochloride (1.15 g), and 6 N HCl (10 ml) was stirred at 70° C. for 9 hours. The resulting precipitate was washed with Et2O to give 2-amidino-6-carboxy-4,3,6,7-tetrahydrobenzo[b]thiophene hydrochloride (0.96 g). Reactants: [BH4-].[Na+] (sodium borohydride), ClC1=CC=C2C=C(N(C2=C1)C)C=1C=NC=C(C1)C=O (6-chloro-2-(5-formyl-pyridin-3-yl)-1-methyl-1H-indole), C(C)S(=O)(=O)N (ethanesulfonamide), C1(=CC=CC=C1)C (toluene). The reagents and catalysts are CC([O-])C.[Ti+4].CC([O-])C.CC([O-])C.CC([O-])C (titanium(IV) isopropoxide). Solvent: C(Cl)Cl (DCM). Conditions: time 2 hour. The product is ClC1=CC=C2C=C(N(C2=C1)C)C=1C=C(C=NC1)CNS(=O)(=O)CC (N-[5-(6-Chloro-1-methyl-1H-indol-2-yl)-pyridin-3-ylmethyl]-ethanesulfonamide). Reaction SMILES: [Cl:1][C:2]1[CH:10]=[C:9]2[C:5]([CH:6]=[C:7]([C:12]3[CH:13]=[N:14][CH:15]=[C:16]([CH:18]=O)[CH:17]=3)[N:8]2[CH3:11])=[CH:4][CH:3]=1.[CH2:20]([S:22]([NH2:25])(=[O:24])=[O:23])[CH3:21].C1(C)C=CC=CC=1.[BH4-].[Na+]>C(Cl)Cl.CC(C)[O-].[Ti+4].CC(C)[O-].CC(C)[O-].CC(C)[O-]>[Cl:1][C:2]1[CH:10]=[C:9]2[C:5]([CH:6]=[C:7]([C:12]3[CH:17]=[C:16]([CH2:18][NH:25][S:22]([CH2:20][CH3:21])(=[O:24])=[O:23])[CH:15]=[N:14][CH:13]=3)[N:8]2[CH3:11])=[CH:4][CH:3]=1 |f:3.4,6.7.8.9.10|. Reported procedure: A flask is charged with 6-chloro-2-(5-formyl-pyridin-3-yl)-1-methyl-1H-indole (Example 126a, 1.2 g, 4.43 mmol), ethanesulfonamide (0.726 g, 6.65 mmol), titanium(IV) isopropoxide (2.60 mL, 8.87 mmol) and toluene (50 mL). The reaction mixture is refluxed overnight and then concentrated to dryness. The crude material (1.60 g) is dissolved in MeOH (24 mL) and DCM (24 mL), and sodium borohydride (0.335 g, 8.87 mmol) is added. The reaction mixture is stirred at room temperature for 2 h, then concentra...